This data is from the Open Reaction Database (ORD), a public repository of structured organic reaction records. The task is: describe an organic reaction: reactants, conditions, products, and yield The reactants are O=C1N(C(C2=CC=CC=C12)=O)CCC#N (3-(1,3-dioxoisoindolin-2-yl)-propionitrile), C(C)OP(S)(OCC)=S (dithiophosphoric acid O,O′-diethyl ester). Run in O (water), O (water). The product is O=C1N(C(C2=CC=CC=C12)=O)CCC(=S)N (3-(1,3-Dioxo-1,3-dihydro-isoindol-2-yl)-thiopropionamide). The yield is 91.0%. As a reaction SMILES: [O:1]=[C:2]1[C:10]2[C:5](=[CH:6][CH:7]=[CH:8][CH:9]=2)[C:4](=[O:11])[N:3]1[CH2:12][CH2:13][C:14]#[N:15].C(OP(=S)(OCC)[SH:20])C>O>[O:1]=[C:2]1[C:10]2[C:5](=[CH:6][CH:7]=[CH:8][CH:9]=2)[C:4](=[O:11])[N:3]1[CH2:12][CH2:13][C:14]([NH2:15])=[S:20]. Procedure: A suspension of 3-(1,3-dioxoisoindolin-2-yl)-propionitrile (2 g, 9.99 mmol) and dithiophosphoric acid O,O′-diethyl ester (2.05 g, 1.74 mL, 11.0 mmol) in water (4 mL) was irradiated at 80° C. for 10 min. The obtained suspension was diluted with water (5 mL), filtered, washed with water and dried in vacuo to give the product as light yellow solid (2.13 g, 9.09 mmol, 91.0%) which was used without further purification for the next step. MS: M=235.1 (M+H)+ The reactants are [H-].[Na+] (sodium hydride), FC(CO)(F)F (2,2,2-trifluoroethanol), BrC1=CC(=CC2=C1N=C(N=[N+]2[O-])Cl)C (5-bromo-3-chloro-7-methyl-1,2,4-benzotriazine-1-oxide), C(C)(=O)OCC (Ethyl acetate), O (water). Solvent: O1CCCC1 (tetrahydrofuran). Conditions: time 2 hour. Product: BrC1=CC(=CC2=C1N=C(N=[N+]2[O-])OCC(F)(F)F)C (5-bromo-7-methyl-3-(2,2,2-trifluoroethoxy)-1,2,4-benzotriazine-1-oxide). RXN SMILES: [H-].[Na+].[Br:3][C:4]1[C:9]2[N:10]=[C:11](Cl)[N:12]=[N+:13]([O-:14])[C:8]=2[CH:7]=[C:6]([CH3:16])[CH:5]=1.C(OCC)(=O)C.O.[F:24][C:25]([F:29])([F:28])[CH2:26][OH:27]>O1CCCC1>[Br:3][C:4]1[C:9]2[N:10]=[C:11]([O:27][CH2:26][C:25]([F:29])([F:28])[F:24])[N:12]=[N+:13]([O-:14])[C:8]=2[CH:7]=[C:6]([CH3:16])[CH:5]=1 |f:0.1|. Procedure: To 0.5 g of 60% sodium hydride stirring in 30 ml of tetrahydrofuran, 3.0 ml of 2,2,2-trifluoroethanol was added dropwise at ambient temperature. A solution resulted and 2.0 g (7.29 mmol) of the above 5-bromo-3-chloro-7-methyl-1,2,4-benzotriazine-1-oxide was added and at ambient temperature and the mixture stirred 2 h. Ethyl acetate (200 ml) and excess water were added and the separated organic extract washed with water, brine, and dried over magnesium sulfate. The solvent was removed in vacuo, h...